Task: describe an organic reaction: reactants, conditions, products, and yield. Dataset: the Open Reaction Database (ORD), a public repository of structured organic reaction records Starting materials: [Cl-].[NH4+] (ammonium chloride), BrC1=C(C(=[N+](C=C1C)[O-])C)C (4-bromo-2,3,5-trimethylpyridine 1-oxide), O1CCCC1 (tetrahydrofuran), solution, C(C)[Al](CC)CC (triethylaluminum). Reagents/catalysts: C=1C=CC(=CC1)[P](C=2C=CC=CC2)(C=3C=CC=CC3)[Pd]([P](C=4C=CC=CC4)(C=5C=CC=CC5)C=6C=CC=CC6)([P](C=7C=CC=CC7)(C=8C=CC=CC8)C=9C=CC=CC9)[P](C=1C=CC=CC1)(C=1C=CC=CC1)C=1C=CC=CC1 (tetrakis(triphenylphosphine)palladium). Solvent: C1(=CC=CC=C1)C (toluene), CO (methanol), C1(=CC=CC=C1)C (toluene). The product is C(C)C1=C(C(=[N+](C=C1C)[O-])C)C (4-Ethyl-2,3,5-trimethylpyridine 1-oxide). Isolated yield 87.0%. Reaction SMILES: Br[C:2]1[C:7]([CH3:8])=[CH:6][N+:5]([O-:9])=[C:4]([CH3:10])[C:3]=1[CH3:11].O1CC[CH2:14][CH2:13]1.C([Al](CC)CC)C.[Cl-].[NH4+]>C1(C)C=CC=CC=1.C1C=CC([P]([Pd]([P](C2C=CC=CC=2)(C2C=CC=CC=2)C2C=CC=CC=2)([P](C2C=CC=CC=2)(C2C=CC=CC=2)C2C=CC=CC=2)[P](C2C=CC=CC=2)(C2C=CC=CC=2)C2C=CC=CC=2)(C2C=CC=CC=2)C2C=CC=CC=2)=CC=1.CO>[CH2:13]([C:2]1[C:7]([CH3:8])=[CH:6][N+:5]([O-:9])=[C:4]([CH3:10])[C:3]=1[CH3:11])[CH3:14] |f:3.4,^1:36,38,57,76|. Procedure details: A mixture composed of 4-bromo-2,3,5-trimethylpyridine 1-oxide (5.76 g), tetrahydrofuran (60 mL), a 15% solution of triethylaluminum in toluene (40 mL) and tetrakis(triphenylphosphine)palladium (0) (1.54 g) was heated under reflux for six hours. After leaving to cool to room temperature, toluene (60 mL), methanol (12 mL) and subsequently a saturated ammonium chloride solution (18 mL) were added, and the mixture was heated under reflux for one hour. After leaving to cool to room temperature, the i... Reactants: C=C1NCCCC1 (Methylene piperidine), C(=O)([O-])[O-].[K+].[K+] (K2CO3), Pd(dppf), C(=O)(O)[O-].[Na+] (NaHCO3), B1C2CCCC1CCC2 (9-BBN), N1=CC=NC2=CC=CC=C12 (quinoxaline), B([O-])[O-] (boronate). The solvent is CN(C)C=O.O (DMF H2O). Run at temperature 65 celsius. The product is N1=CN=CC2=CC=CC=C12 (Quinazoline). Reaction SMILES: [CH2:1]=[C:2]1[CH2:7][CH2:6][CH2:5][CH2:4][NH:3]1.B1C2CCCC1CCC2.[N:17]1[C:26]2C(=CC=CC=2)N=C[CH:18]=1.C([O-])([O-])=O.[K+].[K+].B([O-])[O-].C([O-])(O)=O.[Na+]>CN(C=O)C.O>[N:3]1[C:2]2[C:1](=[CH:4][CH:5]=[CH:6][CH:7]=2)[CH:26]=[N:17][CH:18]=1 |f:3.4.5,7.8,9.10|. Procedure details: Methylene piperidine ED.8 (243 mg, 1.23 mmol) is combined with 9-BBN (2.46 mL, 0.5 M in THF) and heated to 65° C. for 1 h. Then the mixture is cooled to 20° C., quinoxaline D*.5 (300 mg, 1.23 mmol), Pd(dppf) (50 mg, 10 mol %) and K2CO3 (195 mg, 1.41 mmol) are placed in DMF/H2O (1.2 mL, 5:1) and slowly the freshly prepared boronate is added dropwise. The reaction mixture is heated to 60° C. for 2 h, cooled, combined with NaHCO3 and extracted with DCM (3×10 mL). The solvent is removed, the residue...